This data is from the Open Reaction Database (ORD), a public repository of structured organic reaction records. The task is: describe an organic reaction: reactants, conditions, products, and yield The reactants are CN(C)S(=O)(=O)Cl, Nc1ccc2c(c1)CC(N(Cc1ccccc1)CC(O)COc1ccccc1)CCC2, [Na+], O=C([O-])O, c1ccncc1. Product: CN(C)S(=O)(=O)Nc1ccc2c(c1)CC(N(Cc1ccccc1)CC(O)COc1ccccc1)CCC2. RXN SMILES: [CH3:32][N:33]([S:34](=[O:35])(=[O:36])[Cl:37])[CH3:38].[NH2:1][c:2]1[cH:3][c:4]2[c:5]([cH:30][cH:31]1)[CH2:6][CH2:7][CH2:8][CH:9]([N:11]([CH2:12][c:13]1[cH:14][cH:15][cH:16][cH:17][cH:18]1)[CH2:19][CH:20]([CH2:21][O:22][c:23]1[cH:24][cH:25][cH:26][cH:27][cH:28]1)[OH:29])[CH2:10]2.[Na+:39].[OH:40][C:41](=[O:42])[O-:43].[cH:44]1[cH:45][cH:46][n:47][cH:48][cH:49]1>>[NH:1]([c:2]1[cH:3][c:4]2[c:5]([cH:30][cH:31]1)[CH2:6][CH2:7][CH2:8][CH:9]([N:11]([CH2:12][c:13]1[cH:14][cH:15][cH:16][cH:17][cH:18]1)[CH2:19][CH:20]([CH2:21][O:22][c:23]1[cH:24][cH:25][cH:26][cH:27][cH:28]1)[OH:29])[CH2:10]2)[S:34]([N:33]([CH3:32])[CH3:38])(=[O:35])=[O:36]. The reactants are C(=O)(C(F)(F)F)O (TFA), C(C)(C)(C)OC(=O)N1CCC(CC1)C1=CNC2=CC=C(C=C12)C(=O)OC (methyl 3-[1-(tert-butoxycarbonyl)piperidin-4-yl]-1H-indole-5-carboxylate). Solvent: C(Cl)Cl (DCM). Run at time 30 minute. The product is N1CCC(CC1)C1=CNC2=CC=C(C=C12)C(=O)OC (methyl 3-(piperidin-4-yl)-1H-indole-5-carboxylate). Yield: 81.5%. RXN SMILES: C(O)(C(F)(F)F)=O.C(OC([N:15]1[CH2:20][CH2:19][CH:18]([C:21]2[C:29]3[C:24](=[CH:25][CH:26]=[C:27]([C:30]([O:32][CH3:33])=[O:31])[CH:28]=3)[NH:23][CH:22]=2)[CH2:17][CH2:16]1)=O)(C)(C)C>C(Cl)Cl>[NH:15]1[CH2:16][CH2:17][CH:18]([C:21]2[C:29]3[C:24](=[CH:25][CH:26]=[C:27]([C:30]([O:32][CH3:33])=[O:31])[CH:28]=3)[NH:23][CH:22]=2)[CH2:19][CH2:20]1. Procedure details: TFA (10 mL) was added in one portion at ambient temperature to a stirred solution of methyl 3-[1-(tert-butoxycarbonyl)piperidin-4-yl]-1H-indole-5-carboxylate (4.58 g, 12.78 mmol) in DCM (30 mL). The resulting solution was stirred for 30 minutes then applied to an SCX column and eluted with methanol followed by 2M ammonia in methanol. Pure fractions were combined and concentrated by evaporation then triturated with ether to give a solid which was collected by filtration and air dried to give meth... Yields the product Cc1cc(Nc2ncnc3cccc(OC(C)CN(C)C(=O)CO)c23)ccc1O. RXN SMILES: [CH3:6][c:7]1[c:8]([OH:30])[cH:9][cH:10][c:11]([NH:13][c:14]2[n:15][cH:16][n:17][c:18]3[cH:19][cH:20][cH:21][c:22]([O:24][CH:25]([CH2:26][NH:27][CH3:28])[CH3:29])[c:23]23)[cH:12]1.[OH:1][CH2:2][C:3]([OH:4])=[O:5]>>[OH:1][CH2:2][C:3](=[O:5])[N:27]([CH2:26][CH:25]([O:24][c:22]1[cH:21][cH:20][cH:19][c:18]2[n:17][cH:16][n:15][c:14]([NH:13][c:11]3[cH:10][cH:9][c:8]([OH:30])[c:7]([CH3:6])[cH:12]3)[c:23]21)[CH3:29])[CH3:28]. Reactants: CNCC(C)Oc1cccc2ncnc(Nc3ccc(O)c(C)c3)c12, O=C(O)CO. Reactants: COC1=C(C=CC=C1)C1(C2=CC=CC=C2C=2C=CC=CC12)O (9-(2-methoxyphenyl)-9H-fluoren-9-ol), COC([C@@H](NC(=O)OCC1C2=CC=CC=C2C=2C=CC=CC12)[C@H](O)C)=O (Nα -(9-fluorenylmethoxycarbonyl)-L-threonine methyl ester). Product: COC1=C(C=CC=C1)C1(C2=CC=CC=C2C=2C=CC=CC12)O[C@@H]([C@H](N)C(=O)O)C (O-[9-(2-Methoxyphenyl)-9H-fluoren-9-yl]-L-threonine). Reaction SMILES: [CH3:1][O:2][C:3]1[CH:8]=[CH:7][CH:6]=[CH:5][C:4]=1[C:9]1([OH:22])[C:21]2[CH:20]=[CH:19][CH:18]=[CH:17][C:16]=2[C:15]2[C:10]1=[CH:11][CH:12]=[CH:13][CH:14]=2.C[O:24][C:25](=[O:48])[C@H:26]([C@@H:45]([CH3:47])O)[NH:27]C(OCC1C2C=CC=CC=2C2C1=CC=CC=2)=O>>[CH3:1][O:2][C:3]1[CH:8]=[CH:7][CH:6]=[CH:5][C:4]=1[C:9]1([O:22][C@H:45]([CH3:47])[C@@H:26]([C:25]([OH:48])=[O:24])[NH2:27])[C:10]2[CH:11]=[CH:12][CH:13]=[CH:14][C:15]=2[C:16]2[C:21]1=[CH:20][CH:19]=[CH:18][CH:17]=2. Procedure: from 9-(2-methoxyphenyl)-9H-fluoren-9-ol (Example 3k) and Nα -(9-fluorenylmethoxycarbonyl)-L-threonine methyl ester; The reactants are BrC1=C(C=CC=C1)O (bromo phenol), C(=O)([O-])[O-].[K+].[K+] (K2CO3), C(C1=CC=CC=C1)Br (benzyl bromide), CC(=O)C (acetone). Conditions: time 18 hour. Product: C(C1=CC=CC=C1)OC1=C(C=C(C=C1)Br)OC (1-Benzyloxy-4-bromo-2-methoxy-benzene). The yield is 94.0%. RXN SMILES: [Br:1][C:2]1[CH:7]=CC=C[C:3]=1O.[C:9]([O-:12])([O-])=O.[K+].[K+].[CH2:15](Br)[C:16]1[CH:21]=[CH:20][CH:19]=[CH:18][CH:17]=1.[CH3:23][C:24]([CH3:26])=[O:25]>>[CH2:15]([O:25][C:24]1[CH:26]=[CH:7][C:2]([Br:1])=[CH:3][C:23]=1[O:12][CH3:9])[C:16]1[CH:21]=[CH:20][CH:19]=[CH:18][CH:17]=1 |f:1.2.3|. Reported procedure: A mixture of bromo phenol 1 (10.0 g, 49.2 mmol), K2CO3 (10.2 g, 73.9 mmol) and benzyl bromide (6.2 mL, 51.7 mmol) in acetone (100 mL) was stirred at room temperature for 18 h. Volatiles were evaporated to yield 2 (14.7 g, 94%) as a colorless syrup which upon standing transformed into a white solid. The reactants are Cl.FC1=C(C=CC=C1)NN (o-fluorophenylhydrazine hydrochloride), [OH-].[Na+] (sodium hydroxide), CN(C)C=NC(C1=CC=C(C=C1)[N+](=O)[O-])=O (N-(dimethylaminomethylene)-p-nitrobenzamide). Solvent: O1CCOCC1 (p-dioxane), O (water), O1CCOCC1 (p-dioxane), C(C)(=O)O (acetic acid), O (water). Product: FC1=C(C=CC=C1)N1N=CN=C1C1=CC=C(C=C1)[N+](=O)[O-] (1-(o-Fluorophenyl)-5-(p-nitrophenyl)-1H-1,2,4-triazole). RXN SMILES: Cl.[F:2][C:3]1[CH:8]=[CH:7][CH:6]=[CH:5][C:4]=1[NH:9][NH2:10].[OH-].[Na+].CN([CH:16]=[N:17][C:18](=O)[C:19]1[CH:24]=[CH:23][C:22]([N+:25]([O-:27])=[O:26])=[CH:21][CH:20]=1)C>O.O1CCOCC1.C(O)(=O)C>[F:2][C:3]1[CH:8]=[CH:7][CH:6]=[CH:5][C:4]=1[N:9]1[C:18]([C:19]2[CH:20]=[CH:21][C:22]([N+:25]([O-:27])=[O:26])=[CH:23][CH:24]=2)=[N:17][CH:16]=[N:10]1 |f:0.1,2.3|. Procedure details: A 25.0 g. portion of o-fluorophenylhydrazine hydrochloride is dissolved in 150 ml. of p-dioxane with warming and 31.0 ml. of 5 N sodium hydroxide is added. After solution is complete, 80 ml. of glacial acetic acid and 210 ml. of water are added followed by 28.1 g. of N-(dimethylaminomethylene)-p-nitrobenzamide in 100 ml. of warm p-dioxane. This reaction mixture is heated at 90°-95° C. for 1.5 hours, then cooled and poured into 1500 ml. of water. The solid is collected by filtration, washed with ... Reactants: [N+](=O)([O-])C=1C=C2CCCCC2=CC1 (6-nitrotetralin), Cl (HCl), [OH-].[Na+] (sodium hydroxide), O (water). The reagents and catalysts are [Fe] (iron). Run in CO (methanol). Run at time 1 hour. Yields the product NC=1C=C2CCCCC2=CC1 (6-Aminotetralin). Yield: 98.9%. As a reaction SMILES: [N+:1]([C:4]1[CH:5]=[C:6]2[C:11](=[CH:12][CH:13]=1)[CH2:10][CH2:9][CH2:8][CH2:7]2)([O-])=O.Cl.O.[OH-].[Na+]>CO.[Fe]>[NH2:1][C:4]1[CH:5]=[C:6]2[C:11](=[CH:12][CH:13]=1)[CH2:10][CH2:9][CH2:8][CH2:7]2 |f:3.4|. Procedure: To a solution of 6-nitrotetralin (11.5 g, 64.9 mmol) in a mixture of methanol (30 mL) and conc. HCl (40 mL) was added iron powder (11.35 g, 203.2 mmol) by portions over 1 h at room temperature. The mixture was stirred for 1 h at room temperature, poured into water (600 mL), neutralized to ca. pH 6 by addition of 1N aqueous sodium hydroxide, extracted with ethyl acetate (300 mL×2). Organic layers were washed with brine, dried over magnesium sulfate, and concentrated to give 9.45 g of the title co... Reactants: C(CCC)NC(=O)NS(=O)(=O)C=1C(=NN(C1OC)C)C (N-(n-butylcarbamoyl)-1,3-dimethyl-5-methoxypyrazole-4-sulfonamide), C(=O)(Cl)Cl (phosgene). The solvent is C1=CC=CC=C1 (benzene), C1=CC=CC=C1 (benzene). Product: CN1N=C(C(=C1OC)S(=O)(=O)N=C=O)C (1,3-dimethyl-5-methoxypyrazole-4-sulfonyl isocyanate). RXN SMILES: C(N[C:6]([NH:8][S:9]([C:12]1[C:13]([CH3:20])=[N:14][N:15]([CH3:19])[C:16]=1[O:17][CH3:18])(=[O:11])=[O:10])=[O:7])CCC.C(Cl)(Cl)=O>C1C=CC=CC=1>[CH3:19][N:15]1[C:16]([O:17][CH3:18])=[C:12]([S:9]([N:8]=[C:6]=[O:7])(=[O:11])=[O:10])[C:13]([CH3:20])=[N:14]1. Procedure: Into a mixture of 100 ml of dry benzene and 9.12 g (0.03 mol) of N-(n-butylcarbamoyl)-1,3-dimethyl-5-methoxypyrazole-4-sulfonamide, under reflux, 8.9 g (0.09 mol) of phosgene was passed over 1.5 hours. Then, the reaction mixture was further refluxed for 30 minutes. After completion of the reaction, evaporation of benzene under reduced pressure gave crude 1,3-dimethyl-5-methoxypyrazole-4-sulfonyl isocyanate as an oil. Reactants: [H-].[Al+3].[Li+].[H-].[H-].[H-] (lithium aluminum hydride), C=1C=CC2=C(C1)C(=O)CCO2 (chromanone). Run in C(C)OCC (ethyl ether). Conditions: time 15 minute. The product is O1CC=CC2=CC=CC=C12 (chromene). Reaction SMILES: [CH:1]1[CH:2]=[CH:3][C:4]2[O:11][CH2:10][CH2:9][C:7](=O)[C:5]=2[CH:6]=1.[H-].[Al+3].[Li+].[H-].[H-].[H-]>C(OCC)C>[O:11]1[C:4]2[C:5](=[CH:6][CH:1]=[CH:2][CH:3]=2)[CH:7]=[CH:9][CH2:10]1 |f:1.2.3.4.5.6|. Reported procedure: The chromanone was dissolved in 400 ml. of dry ethyl ether, and 2.5 gm of lithium aluminum hydride was added in portions. The reaction was refluxed for 2 hours and then allowed to come to room temperature. The excess lithium aluminum hydride was destroyed by dropwise addition of water and 150 ml. of 4N HCl was added slowly to the reaction mixture. Stirring was continued for 15 minutes. The reaction mixture was extracted with ether and washed successively with 100 ml. of water, 100 ml. 5% sodium ...